Dataset: the Open Reaction Database (ORD), a public repository of structured organic reaction records. Task: describe an organic reaction: reactants, conditions, products, and yield Reactants: ClC1=CC(=CC(=N1)N[C@@H]1CC[C@H](CC1)NC(OC(C)(C)C)=O)C1=CN(C2=NC=C(C=C21)OCC)S(=O)(=O)C2=CC=CC=C2 (tert-butyl(trans)-4-(6-chloro-4-(5-ethoxy-1-(phenylsulfonyl)-1H-pyrrolo[2,3-b]pyridin-3-yl)pyridin-2-ylamino)cyclohexylcarbamate), [OH-].[Na+] (sodium hydroxide), C(=O)(C(F)(F)F)O (TFA). The solvent is O1CCOCC1 (dioxane). Run at temperature 90 celsius, time 1 hour. Product: ClC1=CC(=CC(=N1)N[C@@H]1CC[C@H](CC1)N)C1=CNC2=NC=C(C=C21)OCC (trans-N-[6-chloro-4-(5-ethoxy-1H-pyrrolo[2,3-b]pyridin-3-yl)pyridin-2-yl]cyclohexane-1,4-diamine). Isolated yield 13.8%. Reaction SMILES: [Cl:1][C:2]1[N:7]=[C:6]([NH:8][C@H:9]2[CH2:14][CH2:13][C@H:12]([NH:15]C(=O)OC(C)(C)C)[CH2:11][CH2:10]2)[CH:5]=[C:4]([C:23]2[C:31]3[C:26](=[N:27][CH:28]=[C:29]([O:32][CH2:33][CH3:34])[CH:30]=3)[N:25](S(C3C=CC=CC=3)(=O)=O)[CH:24]=2)[CH:3]=1.[OH-].[Na+].C(O)(C(F)(F)F)=O>O1CCOCC1>[Cl:1][C:2]1[N:7]=[C:6]([NH:8][C@H:9]2[CH2:14][CH2:13][C@H:12]([NH2:15])[CH2:11][CH2:10]2)[CH:5]=[C:4]([C:23]2[C:31]3[C:26](=[N:27][CH:28]=[C:29]([O:32][CH2:33][CH3:34])[CH:30]=3)[NH:25][CH:24]=2)[CH:3]=1 |f:1.2|. Procedure: A solution of Example 224b (76.1 mg, 0.122 mmol) in dioxane (1.5 mL) was treated with 20% sodium hydroxide (0.10 mL, 0.122 mmol). The mixture was heated at 90° C. for 1 hour. The solvent was evaporated. The residue was treated with 20% brine and extracted with EtOAc (2×). The combined organic layers were dried. The crude intermediate was dissolved in CH2Cl2 (1.0 mL) and treated with TFA (0.19 mL, 2.4 mmol). After 1 hour, the reaction mixture was concentrated and purified by reverse-phase HPLC as... The reactants are Br, C=CC#N, CCO, CO, CCOCC, COc1nc(C(=O)O)ccc1CN, [Na], O, OCCN(CCO)CCO. Yields the product COc1nc(C(=O)O)ccc1CN1CC1C#N. Reaction SMILES: [Br:5].[CH2:1]=[CH:2][C:3]#[N:4].[CH3:30][CH2:31][OH:32].[CH3:34][OH:35].[CH3:36][CH2:37][O:38][CH2:39][CH3:40].[NH2:16][CH2:17][c:18]1[cH:19][cH:20][c:21]([C:26](=[O:27])[OH:28])[n:22][c:23]1[O:24][CH3:25].[Na:29].[OH2:33].[OH:6][CH2:7][CH2:8][N:9]([CH2:10][CH2:11][OH:12])[CH2:13][CH2:14][OH:15]>>[CH2:1]1[CH:2]([C:3]#[N:4])[N:16]1[CH2:17][c:18]1[cH:19][cH:20][c:21]([C:26](=[O:27])[OH:28])[n:22][c:23]1[O:24][CH3:25]. Reactants: CC12CCC(C1)C1(C)Oc3ccc(Br)cc3C21C, I, [Mg], C1CCOC1. Product: CC12CCC(C1)C1(C)Oc3ccc(C=O)cc3C21C. RXN SMILES: [Br:1][c:2]1[cH:3][cH:4][c:5]2[c:6]([cH:18]1)[C:7]1([CH3:17])[C:8]([CH3:16])([O:9]2)[CH:10]2[CH2:11][CH2:12][C:13]1([CH3:15])[CH2:14]2.[I:20].[Mg:19].[O:21]1[CH2:22][CH2:25][CH2:24][CH2:23]1>>[c:2]1([CH:22]=[O:21])[cH:3][cH:4][c:5]2[c:6]([cH:18]1)[C:7]1([CH3:17])[C:8]([CH3:16])([O:9]2)[CH:10]2[CH2:11][CH2:12][C:13]1([CH3:15])[CH2:14]2. Starting materials: OCC1COC2=C(O1)C=CC=C2 (2-Hydroxymethyl-1,4-benzodioxane), BrP(C1=CC=CC=C1)(C1=CC=CC=C1)(C1=CC=CC=C1)Br (dibromotriphenylphosphorane). Solvent: C(C)#N (acetonitrile). Reaction conditions: time 30 minute. Yields the product BrCC1COC2=C(O1)C=CC=C2 (2-bromomethyl-1,4-benzodioxane). As a reaction SMILES: O[CH2:2][CH:3]1[O:8][C:7]2[CH:9]=[CH:10][CH:11]=[CH:12][C:6]=2[O:5][CH2:4]1.[Br:13]P(Br)(C1C=CC=CC=1)(C1C=CC=CC=1)C1C=CC=CC=1>C(#N)C>[Br:13][CH2:2][CH:3]1[O:8][C:7]2[CH:9]=[CH:10][CH:11]=[CH:12][C:6]=2[O:5][CH2:4]1. Procedure details: 2-Hydroxymethyl-1,4-benzodioxane (17.9 g, 107 mmol) is taken up in acetonitrile (200 mL) and treated with dibromotriphenylphosphorane (50 g, 119 mmol). The mixture is stirred for 30 minutes and evaporated. The residue is taken up in a 1:1 mixture of ether/hexane, and triphenylphosphine oxide is removed by filtration. The solvent is removed by evaporation to give 2-bromomethyl-1,4-benzodioxane as a brownish solid. This material is used without further purification. Starting materials: O=C(n1ccnc1)n1ccnc1, CC(O)CN, Cc1c(C)c2c(c(C)c1O)CCC(C)(C(=O)O)O2. RXN SMILES: [C:19]([n:20]1[cH:21][cH:22][n:23][cH:24]1)([n:25]1[cH:26][cH:27][n:28][cH:29]1)=[O:30].[NH2:31][CH2:32][CH:33]([CH3:34])[OH:35].[OH:1][c:2]1[c:3]([CH3:18])[c:4]2[c:9]([c:10]([CH3:13])[c:11]1[CH3:12])[O:8][C:7]([C:14](=[O:15])[OH:16])([CH3:17])[CH2:6][CH2:5]2>>[OH:1][c:2]1[c:3]([CH3:18])[c:4]2[c:9]([c:10]([CH3:13])[c:11]1[CH3:12])[O:8][C:7]([C:14](=[O:16])[NH:31][CH2:32][CH:33]([CH3:34])[OH:35])([CH3:17])[CH2:6][CH2:5]2. Product: Cc1c(C)c2c(c(C)c1O)CCC(C)(C(=O)NCC(C)O)O2. Starting materials: N#CCc1c(Br)cc(COC2CCCCO2)cc1Br, O=C([O-])O, CN(C)C=O, [Cl-], CC(C)c1cc(Cl)nnc1Cl, [H-], [Na+], [Na+], [Na+], O. Yields the product CC(C)c1cc(C(C#N)c2c(Br)cc(COC3CCCCO3)cc2Br)nnc1Cl. As a reaction SMILES: [Br:1][c:2]1[c:3]([CH2:17][C:18]#[N:19])[c:4]([Br:16])[cH:5][c:6]([CH2:8][O:9][CH:10]2[O:11][CH2:12][CH2:13][CH2:14][CH2:15]2)[cH:7]1.[C:35](=[O:36])([OH:37])[O-:38].[CH3:40][N:41]([CH3:42])[CH:43]=[O:44].[Cl-:34].[Cl:22][c:23]1[n:24][n:25][c:26]([Cl:32])[cH:27][c:28]1[CH:29]([CH3:30])[CH3:31].[H-:20].[Na+:21].[Na+:33].[Na+:39].[OH2:45]>>[Br:1][c:2]1[c:3]([CH:17]([C:18]#[N:19])[c:26]2[n:25][n:24][c:23]([Cl:22])[c:28]([CH:29]([CH3:30])[CH3:31])[cH:27]2)[c:4]([Br:16])[cH:5][c:6]([CH2:8][O:9][CH:10]2[O:11][CH2:12][CH2:13][CH2:14][CH2:15]2)[cH:7]1. The reactants are O=C(OC(C(F)(F)F)C(F)(F)S(=O)(=O)[O-])c1ccccc1, CO, Cl, [Na+], [OH-], c1ccc([S+](c2ccccc2)c2ccccc2)cc1. Product: O=S(=O)([O-])C(F)(F)C(O)C(F)(F)F, c1ccc([S+](c2ccccc2)c2ccccc2)cc1. As a reaction SMILES: [C:1](=[O:2])([c:3]1[cH:4][cH:5][cH:6][cH:7][cH:8]1)[O:9][CH:10]([C:11]([S:12](=[O:13])(=[O:14])[O-:15])([F:16])[F:17])[C:18]([F:19])([F:20])[F:21].[CH3:44][OH:45].[ClH:43].[Na+:42].[OH-:41].[c:22]1([S+:28]([c:29]2[cH:30][cH:31][cH:32][cH:33][cH:34]2)[c:35]2[cH:36][cH:37][cH:38][cH:39][cH:40]2)[cH:23][cH:24][cH:25][cH:26][cH:27]1>>[OH:9][CH:10]([C:11]([S:12](=[O:13])(=[O:14])[O-:15])([F:16])[F:17])[C:18]([F:19])([F:20])[F:21].[c:22]1([S+:28]([c:29]2[cH:30][cH:31][cH:32][cH:33][cH:34]2)[c:35]2[cH:36][cH:37][cH:38][cH:39][cH:40]2)[cH:23][cH:24][cH:25][cH:26][cH:27]1. Starting materials: COC1=CC=C(C=C1)C1=NCCN=C1C1=CC=C(C=C1)OC (2,3-bis(p-methoxyphenyl)-5,6-dihydropyrazine), C(C1=CC=CC=C1)=O (benzaldehyde). Run in CO.O (methanol water). Product: COC1=CC=C(C=C1)C1=NC=C(N=C1C1=CC=C(C=C1)OC)CC1=CC=CC=C1 (2,3-Bis(p-methoxyphenyl)-5-benzylpyrazine). RXN SMILES: [CH3:1][O:2][C:3]1[CH:8]=[CH:7][C:6]([C:9]2[C:14]([C:15]3[CH:20]=[CH:19][C:18]([O:21][CH3:22])=[CH:17][CH:16]=3)=[N:13][CH2:12][CH2:11][N:10]=2)=[CH:5][CH:4]=1.[CH:23](=O)[C:24]1[CH:29]=[CH:28][CH:27]=[CH:26][CH:25]=1>CO.O>[CH3:22][O:21][C:18]1[CH:19]=[CH:20][C:15]([C:14]2[C:9]([C:6]3[CH:5]=[CH:4][C:3]([O:2][CH3:1])=[CH:8][CH:7]=3)=[N:10][C:11]([CH2:23][C:24]3[CH:29]=[CH:28][CH:27]=[CH:26][CH:25]=3)=[CH:12][N:13]=2)=[CH:16][CH:17]=1 |f:2.3|. Reported procedure: The same procedures as in Example 3 were repeated using 2,3-bis(p-methoxyphenyl)-5,6-dihydropyrazine and benzaldehyde. 2,3-Bis(p-methoxyphenyl)-5-benzylpyrazine was obtained as colorless prisms, m.p. 107°-109° C. (recrystallized from methanol-water). Physical properties of the product support a chemical structure of the below formula (X). The reactants are CCOc1cc(CN2CCC(Nc3cc(C(F)(F)F)c(C(=O)O)cn3)CC2)ccc1O, CCOc1cc(C=O)ccc1OC, COC(=O)c1cnc(NC2CCNCC2)cc1C(F)(F)F, Cl, Cl. Product: CCOc1cc(CN2CCC(Nc3cc(C(F)(F)F)c(C(=O)O)cn3)CC2)ccc1OC. As a reaction SMILES: [CH2:1]([CH3:2])[O:3][c:4]1[cH:5][c:6]([CH2:7][N:8]2[CH2:9][CH2:10][CH:11]([NH:14][c:15]3[n:16][cH:17][c:18]([C:19](=[O:20])[OH:21])[c:22]([C:24]([F:25])([F:26])[F:27])[cH:23]3)[CH2:12][CH2:13]2)[cH:28][cH:29][c:30]1[OH:31].[CH2:55]([O:56][c:57]1[cH:58][c:59]([CH:65]=[O:66])[cH:60][cH:61][c:62]1[O:63][CH3:64])[CH3:67].[CH3:34][O:35][C:36](=[O:37])[c:38]1[c:39]([C:40]([F:41])([F:42])[F:43])[cH:44][c:45]([NH:46][CH:47]2[CH2:48][CH2:49][NH:50][CH2:51][CH2:52]2)[n:53][cH:54]1.[ClH:32].[ClH:33]>>[CH2:1]([CH3:2])[O:3][c:4]1[cH:5][c:6]([CH2:7][N:8]2[CH2:9][CH2:10][CH:11]([NH:14][c:15]3[n:16][cH:17][c:18]([C:19](=[O:20])[OH:21])[c:22]([C:24]([F:25])([F:26])[F:27])[cH:23]3)[CH2:12][CH2:13]2)[cH:28][cH:29][c:30]1[O:31][CH3:34]. Starting materials: CN(C)CC1CNCCO1, CC#N, CCOC(=O)CC(=O)c1cc(F)c(F)c(F)c1F, [Na+], O=C([O-])O. The product is CCOC(=O)CC(=O)c1cc(F)c(N2CCOC(CN(C)C)C2)c(F)c1F. Reaction SMILES: [CH3:19][N:20]([CH3:21])[CH2:22][CH:23]1[O:24][CH2:25][CH2:26][NH:27][CH2:28]1.[CH3:34][C:35]#[N:36].[F:1][c:2]1[c:3]([C:4](=[O:5])[CH2:6][C:7](=[O:8])[O:9][CH2:10][CH3:11])[cH:12][c:13]([F:18])[c:14]([F:17])[c:15]1[F:16].[Na+:29].[OH:30][C:31](=[O:32])[O-:33]>>[F:1][c:2]1[c:3]([C:4](=[O:5])[CH2:6][C:7](=[O:8])[O:9][CH2:10][CH3:11])[cH:12][c:13]([F:18])[c:14]([N:27]2[CH2:26][CH2:25][O:24][CH:23]([CH2:22][N:20]([CH3:19])[CH3:21])[CH2:28]2)[c:15]1[F:16].